This data is from the Open Reaction Database (ORD), a public repository of structured organic reaction records. The task is: describe an organic reaction: reactants, conditions, products, and yield Starting materials: O (water), C1(=CC=CC=C1)C=1NC(=C(N1)Cl)CO (2-phenyl-4-chloro-5-hydroxymethylimidazole), CC1=CC=C(CBr)C=C1 (p-methylbenzyl bromide), C([O-])([O-])=O.[K+].[K+] (potassium carbonate). The solvent is CN(C=O)C (dimethylformamide). Yields the product C1(=CC=CC=C1)C=1N(C(=C(N1)Cl)CO)CC1=CC=C(C=C1)C (2-phenyl-4-chloro-5-hydroxymethyl-1-(4-methylbenzyl)imidazole). RXN SMILES: [C:1]1([C:7]2[NH:8][C:9]([CH2:13][OH:14])=[C:10]([Cl:12])[N:11]=2)[CH:6]=[CH:5][CH:4]=[CH:3][CH:2]=1.[CH3:15][C:16]1[CH:23]=[CH:22][C:19]([CH2:20]Br)=[CH:18][CH:17]=1.C(=O)([O-])[O-].[K+].[K+].O>CN(C)C=O>[C:1]1([C:7]2[N:8]([CH2:15][C:16]3[CH:23]=[CH:22][C:19]([CH3:20])=[CH:18][CH:17]=3)[C:9]([CH2:13][OH:14])=[C:10]([Cl:12])[N:11]=2)[CH:2]=[CH:3][CH:4]=[CH:5][CH:6]=1 |f:2.3.4|. Procedure details: 1 g of 2-phenyl-4-chloro-5-hydroxymethylimidazole, together with 0.7 ml of p-methylbenzyl bromide and 3 g of potassium carbonate, was stirred in 10 ml of dimethylformamide at 30° C. for 2 days. The reaction solution was poured into 100 ml of water, and the precipitate deposited was chromatographed on a column of 30 g of silica gel, followed by eluting with chloroform. The initially eluted fraction was collected, and recrystallization from aqueous methanol yielded 0.5 g of 2-phenyl-4-chloro-5-hyd... The reactants are C1(CCC1)C(=O)N1CCNCC1 (N-(Cyclobutylcarbonyl)piperazine), ClC1=NC2=CC(=C(C=C2C(=N1)N)OC)OC (2-chloro-4-amino-6,7-dimethoxyquinazoline). Product: O.Cl.NC1=NC(=NC2=CC(=C(C=C12)OC)OC)N1CCN(CC1)C(=O)C1CCC1 (4-amino-2-[4-(cyclobutylcarbonyl)-1-piperazinyl]-6,7-dimethoxyquinazoline hydrochloride hydrate). RXN SMILES: [CH:1]1([C:5]([N:7]2[CH2:12][CH2:11][NH:10][CH2:9][CH2:8]2)=[O:6])[CH2:4][CH2:3][CH2:2]1.[Cl:13][C:14]1[N:23]=[C:22]([NH2:24])[C:21]2[C:16](=[CH:17][C:18]([O:27][CH3:28])=[C:19]([O:25][CH3:26])[CH:20]=2)[N:15]=1>>[OH2:6].[ClH:13].[NH2:24][C:22]1[C:21]2[C:16](=[CH:17][C:18]([O:27][CH3:28])=[C:19]([O:25][CH3:26])[CH:20]=2)[N:15]=[C:14]([N:10]2[CH2:9][CH2:8][N:7]([C:5]([CH:1]3[CH2:2][CH2:3][CH2:4]3)=[O:6])[CH2:12][CH2:11]2)[N:23]=1 |f:2.3.4|. Reported procedure: N-(Cyclobutylcarbonyl)piperazine (0.02 mole) and 2-chloro-4-amino-6,7-dimethoxyquinazoline (0.02 mole) are reacted according to the procedure of Example 1(a). When reaction is complete, the solvent is removed and the residue crystallized from methanolisopropanol to provide analytically pure 4-amino-2-[4-(cyclobutylcarbonyl)-1-piperazinyl]-6,7-dimethoxyquinazoline hydrochloride hydrate, m.p. 267°-268° C. (dec.)(corr.). Starting materials: CCOC(=O)c1cc(CC(C)C)n(Cc2ccccc2)n1, CO, [NH4+], [OH-]. The product is CC(C)Cc1cc(C(N)=O)nn1Cc1ccccc1. As a reaction SMILES: [CH2:1]([c:2]1[cH:3][cH:4][cH:5][cH:6][cH:7]1)[n:8]1[n:9][c:10]([C:17]([O:19][CH2:18][CH3:20])=[O:21])[cH:11][c:12]1[CH2:13][CH:14]([CH3:15])[CH3:16].[CH3:24][OH:25].[NH4+:22].[OH-:23]>>[CH2:1]([c:2]1[cH:3][cH:4][cH:5][cH:6][cH:7]1)[n:8]1[n:9][c:10]([C:17](=[O:19])[NH2:22])[cH:11][c:12]1[CH2:13][CH:14]([CH3:15])[CH3:16]. Reactants: [Br-], C1CCOC1, CCOC(=O)C1(CCOC)CCC(=O)CC1, C[Mg+], [Cl-], [NH4+]. Product: COCCC12CCC(C)(CC1)OC2=O. Reaction SMILES: [Br-:1].[CH2:22]1[O:23][CH2:24][CH2:25][CH2:26]1.[CH2:4]([O:5][C:7](=[O:8])[C:9]1([CH2:16][CH2:17][O:18][CH3:19])[CH2:10][CH2:11][C:12](=[O:15])[CH2:13][CH2:14]1)[CH3:6].[CH3:2][Mg+:3].[Cl-:20].[NH4+:21]>>[CH3:2][C:12]12[CH2:11][CH2:10][C:9]([CH2:16][CH2:17][O:18][CH3:19])([C:7](=[O:8])[O:15]1)[CH2:14][CH2:13]2. Run in CO (methanol), C(C)(=O)O (acetic acid). Product: Br.Br.NC1=C(C2=C(O[C@](C2)(CN2CCC(CC2)C2=CC=CC=C2)C)C(=C1C)C)C ((R)--(-)-5-amino-2,4,6,7-tetramethyl-2-(4-phenylpiperidino-methyl)-2,3-dihydrobenzo [b]furan dihydrobromide). Reported procedure: (R)--(-)-5-amino-2,4,6,7-tetramethyl-2-(4-phenylpiperidinomethyl )-2,3-dihydrobenzo [b]furan (860 mg) was dissolved in methanol and to the solution was added 25% hydro bromide in acetic acid solution (0.5 ml) and then concentrated. The residue was dissolved in methanol and left. The resulting crystal was collected by filtration and washed with ethanol to yield 810 mg of (R)--(-)-5-amino-2,4,6,7-tetramethyl-2-(4-phenylpiperidino-methyl)-2,3-dihydrobenzo [b]furan dihydrobromide. The reactants are NC1=C(C2=C(O[C@](C2)(CN2CCC(CC2)C2=CC=CC=C2)C)C(=C1C)C)C ((R)--(-)-5-amino-2,4,6,7-tetramethyl-2-(4-phenylpiperidinomethyl )-2,3-dihydrobenzo [b]furan), Br (hydro bromide). RXN SMILES: [NH2:1][C:2]1[C:24]([CH3:25])=[C:23]([CH3:26])[C:5]2[O:6][C@@:7]([CH3:22])([CH2:9][N:10]3[CH2:15][CH2:14][CH:13]([C:16]4[CH:21]=[CH:20][CH:19]=[CH:18][CH:17]=4)[CH2:12][CH2:11]3)[CH2:8][C:4]=2[C:3]=1[CH3:27].[BrH:28]>CO.C(O)(=O)C>[BrH:28].[BrH:28].[NH2:1][C:2]1[C:24]([CH3:25])=[C:23]([CH3:26])[C:5]2[O:6][C@@:7]([CH3:22])([CH2:9][N:10]3[CH2:15][CH2:14][CH:13]([C:16]4[CH:21]=[CH:20][CH:19]=[CH:18][CH:17]=4)[CH2:12][CH2:11]3)[CH2:8][C:4]=2[C:3]=1[CH3:27] |f:4.5.6|. Starting materials: NC=1C(=CC2=C(C1)C1=C(CN(CC1)CCN1CC3CCC(C1)CC3)C(O2)=O)C (9-amino-3-[2-(3-azabicyclo[3.2.2]non-3-yl)ethyl]-1,2,3,4-tetrahydro-8-methyl-5H-benzopyrano[3,4-c]pyridin-5-one), C([O-])([O-])=O.[K+].[K+] (potassium carbonate), C(C1=CC=CC=C1)(=O)Cl (benzoyl chloride), ice water. Run in C(Cl)(Cl)Cl (chloroform). Product: C12CN(CC(CC1)CC2)CCN2CC1=C(CC2)C2=C(OC1=O)C=C(C(=C2)NC(C2=CC=CC=C2)=O)C (N-{3-[2-(3-Azabicyclo[3.2.2]non-3-yl)ethyl]-1,3,4,5-tetrahydro-8-methyl-5-oxo-2H-[1]benzopyrano[3,4-c]pyridin-9-yl}-benzamide). The yield is 38.2%. As a reaction SMILES: [NH2:1][C:2]1[C:3]([CH3:28])=[CH:4][C:5]2[O:26][C:25](=[O:27])[C:9]3[CH2:10][N:11]([CH2:14][CH2:15][N:16]4[CH2:22][CH:21]5[CH2:23][CH2:24][CH:18]([CH2:19][CH2:20]5)[CH2:17]4)[CH2:12][CH2:13][C:8]=3[C:6]=2[CH:7]=1.C(=O)([O-])[O-].[K+].[K+].[C:35](Cl)(=[O:42])[C:36]1[CH:41]=[CH:40][CH:39]=[CH:38][CH:37]=1>C(Cl)(Cl)Cl>[CH:21]12[CH2:23][CH2:24][CH:18]([CH2:19][CH2:20]1)[CH2:17][N:16]([CH2:15][CH2:14][N:11]1[CH2:12][CH2:13][C:8]3[C:6]4[CH:7]=[C:2]([NH:1][C:35](=[O:42])[C:36]5[CH:41]=[CH:40][CH:39]=[CH:38][CH:37]=5)[C:3]([CH3:28])=[CH:4][C:5]=4[O:26][C:25](=[O:27])[C:9]=3[CH2:10]1)[CH2:22]2 |f:1.2.3|. Procedure details: A mixture of 9-amino-3-[2-(3-azabicyclo[3.2.2]non-3-yl)ethyl]-1,2,3,4-tetrahydro-8-methyl-5H-benzopyrano[3,4-c]pyridin-5-one (2.5 g, 0.007 moles), potassium carbonate (2.4 g, 0.017 moles), and benzoyl chloride (1.0 ml, 0.009 moles) is stirred in chloroform (50 ml) at room temperature. After 24 hours the mixture is poured into ice water. The layers are separated, and the aqueous phase is extracted with chloroform (2×60 ml). The combined organic extracts are washed with brine and dried (magnesium ...